Task: describe an organic reaction: reactants, conditions, products, and yield. Dataset: the Open Reaction Database (ORD), a public repository of structured organic reaction records Starting materials: CCOC(=O)c1cnn(C2CCC(O)CC2)c1C(F)(F)F, CO, [Li+], [OH-], O. The product is O=C(O)c1cnn(C2CCC(O)CC2)c1C(F)(F)F. RXN SMILES: [CH2:1]([CH3:2])[O:3][C:4](=[O:5])[c:6]1[cH:7][n:8][n:9]([CH:15]2[CH2:16][CH2:17][CH:18]([OH:21])[CH2:19][CH2:20]2)[c:10]1[C:11]([F:12])([F:13])[F:14].[CH3:25][OH:26].[Li+:22].[OH-:23].[OH2:24]>>[O:3]=[C:4]([OH:5])[c:6]1[cH:7][n:8][n:9]([CH:15]2[CH2:16][CH2:17][CH:18]([OH:21])[CH2:19][CH2:20]2)[c:10]1[C:11]([F:12])([F:13])[F:14].